From a dataset of the Open Reaction Database (ORD), a public repository of structured organic reaction records. describe an organic reaction: reactants, conditions, products, and yield Starting materials: O=C1C(CNC2=C(N1)C=CC=C2)NC(=O)OC(C)(C)C ((±)-2-oxo-3-tert-butoxycarbonylamino-1,3,4,5-tetrahydro-2H-1,5-benzodiazepine), C(O)([O-])=O.[Na+] (sodium hydrogencarbonate), BrC1C=CCCC1 (3-bromocyclohexene), ice water. Solvent: CN(C=O)C (N,N-dimethylformamide). Conditions: temperature 50 celsius, time 1 hour. Yields the product O=C1C(CN(C2=C(N1)C=CC=C2)C2C=CCCC2)NC(=O)OC(C)(C)C ((±)-2-oxo-3-tert-butoxycarbonylamino-5-(2-cyclohexen-1-yl)-1,3,4,5-tetrahydro-2H-1,5-benzodiazepine). Yield: 81.7%. RXN SMILES: [O:1]=[C:2]1[NH:8][C:7]2[CH:9]=[CH:10][CH:11]=[CH:12][C:6]=2[NH:5][CH2:4][CH:3]1[NH:13][C:14]([O:16][C:17]([CH3:20])([CH3:19])[CH3:18])=[O:15].C(=O)([O-])O.[Na+].Br[CH:27]1[CH2:32][CH2:31][CH2:30][CH:29]=[CH:28]1>CN(C)C=O>[O:1]=[C:2]1[NH:8][C:7]2[CH:9]=[CH:10][CH:11]=[CH:12][C:6]=2[N:5]([CH:32]2[CH2:31][CH2:30][CH2:29][CH:28]=[CH:27]2)[CH2:4][CH:3]1[NH:13][C:14]([O:16][C:17]([CH3:20])([CH3:19])[CH3:18])=[O:15] |f:1.2|. Procedure details: To a solution of (±)-2-oxo-3-tert-butoxycarbonylamino-1,3,4,5-tetrahydro-2H-1,5-benzodiazepine (28.6 g) in N,N-dimethylformamide (50 mL), sodium hydrogencarbonate (17.3 g) and 3-bromocyclohexene (33.2 g) were added, followed by LZ stirring at 50° C. for 1 hour. The reaction mixture was allowed to cool down. Subsequent to addition of ice water, the reaction mixture was extracted with methylene chloride. The organic layer was washed with brine and then dried over anhydrous sodium sulfate. The solv... The reactants are CC(C)(C)OC(=O)N1CCC(=O)CC1, CCOC(=O)CP(=O)(OCC)OCC, CCOC(C)=O, [H-], [Na+], C1CCOC1. Reaction SMILES: [C:3]([CH3:4])([CH3:5])([CH3:6])[O:7][C:8](=[O:9])[N:10]1[CH2:11][CH2:12][C:13](=[O:16])[CH2:14][CH2:15]1.[CH2:17]([O:18][P:19]([O:20][CH2:21][CH3:22])(=[O:23])[CH2:25][C:26](=[O:27])[O:28][CH2:29][CH3:30])[CH3:24].[CH3:36][CH2:37][O:38][C:39](=[O:40])[CH3:41].[H-:1].[Na+:2].[O:31]1[CH2:32][CH2:33][CH2:34][CH2:35]1>>[C:3]([CH3:4])([CH3:5])([CH3:6])[O:7][C:8](=[O:9])[N:10]1[CH2:11][CH2:12][C:13](=[CH:25][C:26](=[O:27])[O:28][CH2:29][CH3:30])[CH2:14][CH2:15]1. Product: CCOC(=O)C=C1CCN(C(=O)OC(C)(C)C)CC1. Reactants: COC(CCCCCOC=1C=CC2=C(N(C(=N2)SCCC)C2=CC=C(C=C2)C)C1)=O (6-[[1-(4-methylphenyl)-2-propylmercapto-1H-benzimidazol-6-yl]oxy]hexanoic acid methyl ester), [OH-].[Li+] (lithium hydroxide). Product: CC1=CC=C(C=C1)N1C(=NC2=C1C=C(C=C2)OCCCCCC(=O)O)SCCC (6-[[1-(4-Methylphenyl)-2-propylmercapto-1H-benzimidazol-6-yl]oxy]hexanoic acid). RXN SMILES: C[O:2][C:3](=[O:30])[CH2:4][CH2:5][CH2:6][CH2:7][CH2:8][O:9][C:10]1[CH:11]=[CH:12][C:13]2[N:17]=[C:16]([S:18][CH2:19][CH2:20][CH3:21])[N:15]([C:22]3[CH:27]=[CH:26][C:25]([CH3:28])=[CH:24][CH:23]=3)[C:14]=2[CH:29]=1.[OH-].[Li+]>>[CH3:28][C:25]1[CH:26]=[CH:27][C:22]([N:15]2[C:14]3[CH:29]=[C:10]([O:9][CH2:8][CH2:7][CH2:6][CH2:5][CH2:4][C:3]([OH:30])=[O:2])[CH:11]=[CH:12][C:13]=3[N:17]=[C:16]2[S:18][CH2:19][CH2:20][CH3:21])=[CH:23][CH:24]=1 |f:1.2|. Procedure: 128 mg of 6-[[1-(4-methylphenyl)-2-propylmercapto-1H-benzimidazol-6-yl]oxy]hexanoic acid methyl ester was reacted with lithium hydroxide according to general operating instructions 3. 98 mg was obtained. Reactants: CCC(=O)OCC12C(=CCCC1C)CCC1C3CCC(OC(=O)CC)C3(C)CCC12, O=C([O-])O, CO, [Na+]. Yields the product CCC(=O)OC1CCC2C3CCC4=CCCC(C)C4(CO)C3CCC12C. As a reaction SMILES: [C:1]([CH2:2][CH3:3])(=[O:4])[O:5][CH:6]1[C:7]2([CH3:8])[CH:9]([CH2:10][CH2:11]1)[CH:12]1[CH2:13][CH2:14][C:15]3=[CH:16][CH2:17][CH2:18][CH:19]([CH3:30])[C:20]3([CH2:21][O:22][C:23](=[O:24])[CH2:25][CH3:26])[CH:27]1[CH2:28][CH2:29]2.[C:31](=[O:32])([OH:33])[O-:34].[CH3:36][OH:37].[Na+:35]>>[C:1]([CH2:2][CH3:3])(=[O:4])[O:5][CH:6]1[C:7]2([CH3:8])[CH:9]([CH2:10][CH2:11]1)[CH:12]1[CH2:13][CH2:14][C:15]3=[CH:16][CH2:17][CH2:18][CH:19]([CH3:30])[C:20]3([CH2:21][OH:22])[CH:27]1[CH2:28][CH2:29]2. Starting materials: BrC1=C(C(=O)C(C(=O)OC(C)(C)C)C(=O)C2CC2)C=CC(=C1OCCOC)S(=O)(=O)C (t-butyl 2-[2-bromo-3-(2-methoxyethoxy)-4-methylsulphonylbenzoyl]-3-cyclopropyl-3-oxopropanoate), C1(=CC=C(C=C1)S(=O)(=O)O)C (4-toluenesulphonic acid). Run in C1(=CC=CC=C1)C (toluene). The product is C1(CC1)C(CC(=O)C1=C(C(=C(C=C1)S(=O)(=O)C)OCCOC)Br)=O (3-cyclopropyl-1-[2-bromo-3-(2-methoxyethoxy)-4-methylsulphonylphenyl]propan-1,3-dione). Yield: 91.1%. RXN SMILES: [Br:1][C:2]1[C:22]([O:23][CH2:24][CH2:25][O:26][CH3:27])=[C:21]([S:28]([CH3:31])(=[O:30])=[O:29])[CH:20]=[CH:19][C:3]=1[C:4]([CH:6]([C:14]([CH:16]1[CH2:18][CH2:17]1)=[O:15])C(OC(C)(C)C)=O)=[O:5].C1(C)C=CC(S(O)(=O)=O)=CC=1>C1(C)C=CC=CC=1>[CH:16]1([C:14](=[O:15])[CH2:6][C:4]([C:3]2[CH:19]=[CH:20][C:21]([S:28]([CH3:31])(=[O:30])=[O:29])=[C:22]([O:23][CH2:24][CH2:25][O:26][CH3:27])[C:2]=2[Br:1])=[O:5])[CH2:18][CH2:17]1. Procedure: A mixture of crude t-butyl 2-[2-bromo-3-(2-methoxyethoxy)-4-methylsulphonylbenzoyl]-3-cyclopropyl-3-oxopropanoate (10.2 g) and 4-toluenesulphonic acid (2 g) in dry toluene was stirred and heated at reflux for 2 hours. The cooled mixture was washed with water, dried (anhydrous magnesium sulphate) and filtered. The filtrate was evaporated to dryness to give 3-cyclopropyl-1-[2-bromo-3-(2-methoxyethoxy)-4-methylsulphonylphenyl]propan-1,3-dione (7.5 g) as a brown oil which was not purified further NM... Reactants: ClCC[C@@H](C1=CC=CC=C1)OC=1C=C(C=CC1)C(C)=O (1-(3-{[(1S)-3-chloro-1-phenylpropyl]oxy}phenyl)ethanone), CC(C(=O)NC1=C(C=CC(=C1)C1CCNCC1)C)C (2-methyl-N-[2-methyl-5-(4-piperidinyl)phenyl]propanamide). Product: C(C)(=O)C=1C=C(O[C@@H](CCN2CCC(CC2)C=2C=CC(=C(C2)NC(C(C)C)=O)C)C2=CC=CC=C2)C=CC1 (N-(5-{1-[(3S)-3-(3-ACETYLPHENOXY)-3-PHENYLPROPYL]-4-PIPERIDINYL}-2-METHYLPHENYL)-2-METHYLPROPANAMIDE). RXN SMILES: Cl[CH2:2][CH2:3][C@H:4]([O:11][C:12]1[CH:13]=[C:14]([C:18](=[O:20])[CH3:19])[CH:15]=[CH:16][CH:17]=1)[C:5]1[CH:10]=[CH:9][CH:8]=[CH:7][CH:6]=1.[CH3:21][CH:22]([CH3:39])[C:23]([NH:25][C:26]1[CH:31]=[C:30]([CH:32]2[CH2:37][CH2:36][NH:35][CH2:34][CH2:33]2)[CH:29]=[CH:28][C:27]=1[CH3:38])=[O:24]>>[C:18]([C:14]1[CH:13]=[C:12]([CH:17]=[CH:16][CH:15]=1)[O:11][C@H:4]([C:5]1[CH:10]=[CH:9][CH:8]=[CH:7][CH:6]=1)[CH2:3][CH2:2][N:35]1[CH2:36][CH2:37][CH:32]([C:30]2[CH:29]=[CH:28][C:27]([CH3:38])=[C:26]([NH:25][C:23](=[O:24])[CH:22]([CH3:21])[CH3:39])[CH:31]=2)[CH2:33][CH2:34]1)(=[O:20])[CH3:19]. Procedure: Prepared by Procedure G and Scheme AI using 1-(3-{[(1S)-3-chloro-1-phenylpropyl]oxy}phenyl)ethanone and 2-methyl-N-[2-methyl-5-(4-piperidinyl)phenyl]propanamide: ESMS m/e: 512.9 (M+H)+. Reactants: ClC1=CC(=C(CC#N)C=C1)F (4-chloro-2-fluoro-benzyl cyanide), C1(CC1)CC=O (cyclopropyl-acetaldehyde), [OH-].[Na+] (NaOH). Run in CCOC(=O)C (EtOAc), CC(C)O (iPrOH). Conditions: time 8 hour. The product is ClC1=CC(=C(C=C1)/C(/C#N)=C/CC1CC1)F ((Z)-2-(4-chloro-2-fluoro-phenyl)-4-cyclopropyl-but-2-enenitrile). The yield is 50.1%. As a reaction SMILES: [Cl:1][C:2]1[CH:10]=[CH:9][C:5]([CH2:6][C:7]#[N:8])=[C:4]([F:11])[CH:3]=1.[CH:12]1([CH2:15][CH:16]=O)[CH2:14][CH2:13]1.[OH-].[Na+]>CC(O)C.CCOC(C)=O>[Cl:1][C:2]1[CH:10]=[CH:9][C:5](/[C:6](=[CH:16]/[CH2:15][CH:12]2[CH2:14][CH2:13]2)/[C:7]#[N:8])=[C:4]([F:11])[CH:3]=1 |f:2.3|. Procedure details: To a solution of 4-chloro-2-fluoro-benzyl cyanide (Oakwood) (3.39 g, 20.0 mmol) and cyclopropyl-acetaldehyde (Aldrich) (1.68.0 g, 20.0 mmol) in iPrOH (25 mL) was added 2 N NaOH (2.0 mL) dropwise at rt and the reaction mixture was stirred at rt overnight. The reaction mixture was diluted with EtOAc and the organic layer was separated, washed with water, brine, dried over Na2SO4 and concentrated. The residue was dried overnight under reduced pressure to afford (Z)-2-(4-chloro-2-fluoro-phenyl)-4-cy... Starting materials: CC(=O)O, CC1OC(c2ccccc2)OCC1(C)[N+](=O)[O-], CC(C)C(CO)(CO)[N+](=O)[O-], CC(O)C(C)(N)CO. The product is CC(=O)O, CC(C)C(N)(CO)CO. Reaction SMILES: [C:1]([CH3:2])(=[O:3])[OH:4].[CH3:24][CH:25]1[C:26]([CH3:27])([N+:28]([O-:29])=[O:30])[CH2:31][O:32][CH:33]([c:34]2[cH:35][cH:36][cH:37][cH:38][cH:39]2)[O:40]1.[CH:13]([CH3:14])([CH3:15])[C:16]([CH2:17][OH:18])([CH2:19][OH:20])[N+:21]([O-:22])=[O:23].[NH2:5][C:6]([CH3:7])([CH:8]([OH:9])[CH3:10])[CH2:11][OH:12]>>[C:1]([CH3:2])(=[O:3])[OH:4].[CH:13]([CH3:14])([CH3:15])[C:16]([CH2:17][OH:18])([CH2:19][OH:20])[NH2:21]. The reactants are COC(=O)c1ccccc1N1CCC(=O)CC1, [BH3-]C#N, CC(=O)O, CO, CC(C)(C)OC(=O)NCCN, [Na+]. The product is COC(=O)c1ccccc1N1CCC(NCCNC(=O)OC(C)(C)C)CC1. As a reaction SMILES: [C:1](=[O:2])([O:3][CH3:4])[c:5]1[c:6]([N:11]2[CH2:12][CH2:13][C:14](=[O:17])[CH2:15][CH2:16]2)[cH:7][cH:8][cH:9][cH:10]1.[C:33]([BH3-:34])#[N:35].[CH3:29][C:30](=[O:31])[OH:32].[CH3:37][OH:38].[NH2:18][CH2:19][CH2:20][NH:21][C:22]([O:23][C:24]([CH3:25])([CH3:26])[CH3:27])=[O:28].[Na+:36]>>[C:1](=[O:2])([O:3][CH3:4])[c:5]1[c:6]([N:11]2[CH2:12][CH2:13][CH:14]([NH:18][CH2:19][CH2:20][NH:21][C:22]([O:23][C:24]([CH3:25])([CH3:26])[CH3:27])=[O:28])[CH2:15][CH2:16]2)[cH:7][cH:8][cH:9][cH:10]1. The reactants are BrC1=C(C=CC2=CC(=CC=C12)C1=CC=C(C=C1)OC)OC (1-bromo-2-methoxy-6-(4-methoxyphenyl)naphthalene), C(#N)[Cu] (CuCN), CN(C)C=O (DMF). Solvent: C(C)(=O)OCC (ethyl acetate). Conditions: temperature 120 celsius, time 4 hour. Yields the product COC1=C(C2=CC=C(C=C2C=C1)C1=CC=C(C=C1)OC)C#N (2-Methoxy-6-(4-methoxyphenyl)-1-napthonitrile). The yield is 29.7%. As a reaction SMILES: Br[C:2]1[C:11]2[C:6](=[CH:7][C:8]([C:12]3[CH:17]=[CH:16][C:15]([O:18][CH3:19])=[CH:14][CH:13]=3)=[CH:9][CH:10]=2)[CH:5]=[CH:4][C:3]=1[O:20][CH3:21].[C:22]([Cu])#[N:23].CN(C=O)C>C(OCC)(=O)C>[CH3:21][O:20][C:3]1[CH:4]=[CH:5][C:6]2[C:11](=[CH:10][CH:9]=[C:8]([C:12]3[CH:17]=[CH:16][C:15]([O:18][CH3:19])=[CH:14][CH:13]=3)[CH:7]=2)[C:2]=1[C:22]#[N:23]. Procedure details: A mixture of 1-bromo-2-methoxy-6-(4-methoxyphenyl)naphthalene (0.76 g, 2.21 g), CuCN (0.24 g, 2.66 mmol) and DMF (10 mL) was stirred at 120° C. for 4 hr. The reaction mixture was cooled to room temperature, slurried with ethyl acetate, filtered through silica, and evaporation of the solvent, and purification by silica column chromatography (20% ethyl acetate—hexanes) yielded 0.19 g (30%) of the title compound as a pale yellow solid: mp 182-185° C.; 1H NMR (CDCl3): δ 3.88 (3H, s), 4.09 (3H, s), 7...